Dataset: the Open Reaction Database (ORD), a public repository of structured organic reaction records. Task: describe an organic reaction: reactants, conditions, products, and yield Starting materials: ( a ), [H][H] (hydrogen), C(C)O (ethanol), CC(=O)C (acetone), NCCO (2-aminoethanol), C(C1=CC=CC=C1)=O (benzaldehyde), [H][H] (hydrogen). Reagents/catalysts: [Pt] (platinum), [Pt] (platinum). Yields the product CC(C)N(CCO)CC1=CC=CC=C1 (2-[(1-methylethyl)(phenylmethyl) amino]ethanol). Reaction SMILES: [NH2:1][CH2:2][CH2:3][OH:4].[CH:5](=O)[C:6]1[CH:11]=[CH:10][CH:9]=[CH:8][CH:7]=1.C(O)C.[H][H].[CH3:18][C:19]([CH3:21])=O>[Pt]>[CH3:18][CH:19]([N:1]([CH2:5][C:6]1[CH:11]=[CH:10][CH:9]=[CH:8][CH:7]=1)[CH2:2][CH2:3][OH:4])[CH3:21]. Reported procedure: A process according to claim 1 for preparing the compound of the formula ##STR26## which comprises: (a) alkylating 2-aminoethanol using benzaldehyde and ethanol in the presence of a platinum catalyst and hydrogen followed by reductive alkylation using acetone in the presence of a platinum catalyst and hydrogen to give 2-[(1-methylethyl)(phenylmethyl) amino]ethanol; Reactants: N[C@H](C(=O)NC1=CC=C(C=C1)OC1=CC=C(C=C1)F)COCC1=CC=CC=C1 ((S)-2-amino-3-(benzyloxy)-N-(4-(4-fluorophenoxy)phenyl)propanamide), Cl.N=1N(N=CC1)CC(=O)O (2-(2H-1,2,3-triazol-2-yl)acetic acid hydrochloride). Yields the product Compound 138, N=1N(N=CC1)CC(=O)N[C@H](C(=O)NC1=CC=C(C=C1)OC1=CC=C(C=C1)F)COCC1=CC=CC=C1 ((S)-2-(2-(2H-1,2,3-triazol-2-yl)acetamido)-3-(benzyloxy)-N-(4-(4-fluorophenoxy)phenyl)propanamide). RXN SMILES: [NH2:1][C@@H:2]([CH2:20][O:21][CH2:22][C:23]1[CH:28]=[CH:27][CH:26]=[CH:25][CH:24]=1)[C:3]([NH:5][C:6]1[CH:11]=[CH:10][C:9]([O:12][C:13]2[CH:18]=[CH:17][C:16]([F:19])=[CH:15][CH:14]=2)=[CH:8][CH:7]=1)=[O:4].Cl.[N:30]1[N:31]([CH2:35][C:36](O)=[O:37])[N:32]=[CH:33][CH:34]=1>>[N:30]1[N:31]([CH2:35][C:36]([NH:1][C@@H:2]([CH2:20][O:21][CH2:22][C:23]2[CH:24]=[CH:25][CH:26]=[CH:27][CH:28]=2)[C:3]([NH:5][C:6]2[CH:7]=[CH:8][C:9]([O:12][C:13]3[CH:18]=[CH:17][C:16]([F:19])=[CH:15][CH:14]=3)=[CH:10][CH:11]=2)=[O:4])=[O:37])[N:32]=[CH:33][CH:34]=1 |f:1.2|. Reported procedure: Proceeding as in Example 1, but substituting (S)-2-amino-3-(benzyloxy)-N-(4-(4-fluorophenoxy)phenyl)propanamide and 2-(2H-1,2,3-triazol-2-yl)acetic acid hydrochloride, gave Compound 138, (S)-2-(2-(2H-1,2,3-triazol-2-yl)acetamido)-3-(benzyloxy)-N-(4-(4-fluorophenoxy)phenyl)propanamide. 1H-NMR (400 MHz, CDCl3): σ 8.33 (s, 1H), 7.75 (s, 1H), 7.52 (s, 1H), 7.38-7.21 (m, 7H), 7.04-7.00 (m, 2H), 6.96-6.89 (m, 4H), 5.29-5.20 (m, 2H), 4.71-4.61 (m, 3H), 4.53 (d, 1H), 4.03 (dd, 1H), 3.53 (t, 1H). MS (EI)... The reactants are FC(COC1=C(C=CC(=C1)OC)N1CCNCC1)(F)F (1-[2-(2,2,2-trifluoroethoxy)-4-methoxyphenyl]piperazine), Br (hydrobromic acid). Conditions: temperature 0 celsius. The product is Br.FC(COC1=C(C=CC(=C1)O)N1CCNCC1)(F)F (1-[2-(2,2,2-trifluoroethoxy)-4-hydroxyphenyl]piperazine hydrobromide). As a reaction SMILES: [F:1][C:2]([F:20])([F:19])[CH2:3][O:4][C:5]1[CH:10]=[C:9]([O:11]C)[CH:8]=[CH:7][C:6]=1[N:13]1[CH2:18][CH2:17][NH:16][CH2:15][CH2:14]1.[BrH:21]>>[BrH:21].[F:20][C:2]([F:1])([F:19])[CH2:3][O:4][C:5]1[CH:10]=[C:9]([OH:11])[CH:8]=[CH:7][C:6]=1[N:13]1[CH2:14][CH2:15][NH:16][CH2:17][CH2:18]1 |f:2.3|. Procedure details: A mixture of 1-[2-(2,2,2-trifluoroethoxy)-4-methoxyphenyl]piperazine (1.87 g, 6.4 mmol) and 48% aqueous hydrobromic acid (5 mL) was heated 17 hours at reflux. The reaction mixture was allowed lo cool and then concentrated in vacuo. The residue was dissolved in ethanol (10 mL) at approximately 55° C. and the solution was cooled to 0° C. The solids were collected, washed with cold ethanol (3×10 mL) and dried in vacuo at approximately 80° C. to give 1-[2-(2,2,2-trifluoroethoxy)-4-hydroxyphenyl]pipe... Reactants: C(C1=CC=CC=C1)(=O)O[C@@H]1[C@@H](O[C@@H]([C@H]1OC(C1=CC=CC=C1)=O)COC(C1=CC=CC=C1)=O)N1C(=NC=C1)[N+](=O)[O-] (1-(2',3',5'-tri-O-benzoyl-β-D-arabinofuranosyl)-2-nitroimidazole), C[O-].[Na+] (sodium methoxide). Conditions: temperature 0 celsius, time 3 hour. The product is [C@@H]1([C@@H](O)[C@H](O)[C@H](O1)CO)N1C(=NC=C1)[N+](=O)[O-] (1-(β-D-Arabinofuranosyl)-2-nitroimidazole). The yield is 54.4%. Reaction SMILES: C([O:9][C@H:10]1[C@H:14]([O:15]C(=O)C2C=CC=CC=2)[C@@H:13]([CH2:24][O:25]C(=O)C2C=CC=CC=2)[O:12][C@H:11]1[N:34]1[CH:38]=[CH:37][N:36]=[C:35]1[N+:39]([O-:41])=[O:40])(=O)C1C=CC=CC=1.C[O-].[Na+]>>[C@@H:11]1([N:34]2[CH:38]=[CH:37][N:36]=[C:35]2[N+:39]([O-:41])=[O:40])[O:12][C@H:13]([CH2:24][OH:25])[C@@H:14]([OH:15])[C@@H:10]1[OH:9] |f:1.2|. Procedure: 1-(2',3',5'-tri-O-benzoyl-β-D-arabinofuranosyl)-2-nitroimidazole (150 mg, 0.27 mmol) was added to 2.5 ml of 0.025 M methanolic sodium methoxide. The mixture was stirred at 0° C. for three hours and then purified by preparative TLC using chloroform:methanol (6:1) to give 36 mg (54.6%) of the title product as white needles, mp 172° C. Starting materials: C(C)OC1=NC2=C(C(=CC=C2C(=C1)O)OC)C (2-Ethoxy-7-methoxy-8-methyl-quinolin-4-ol), ClC1=C(N)C=CC=C1OC (2-Chloro-3-methoxy-aniline). Yields the product ClC=1C(=CC=C2C(=CC(=NC12)OCC)O)OC (8-Chloro-2-ethoxy-7-methoxy-quinolin-4-ol). RXN SMILES: [CH2:1]([O:3][C:4]1[CH:13]=[C:12]([OH:14])[C:11]2[C:6](=[C:7](C)[C:8]([O:15][CH3:16])=[CH:9][CH:10]=2)[N:5]=1)[CH3:2].[Cl:18]C1C(OC)=CC=CC=1N>>[Cl:18][C:7]1[C:8]([O:15][CH3:16])=[CH:9][CH:10]=[C:11]2[C:6]=1[N:5]=[C:4]([O:3][CH2:1][CH3:2])[CH:13]=[C:12]2[OH:14]. Procedure details: 8-Chloro-2-ethoxy-7-methoxy-quinolin-4-ol was synthesized according to the method presented in the synthesis of 2-Ethoxy-7-methoxy-8-methyl-quinolin-4-ol in Example 132 with the exception of utilizing 2-Chloro-3-methoxy-aniline. Yields the product COC1=CC=C(C=C1)SC1=C(CO)C=CC=C1 (2-(4-Methoxyphenylsulfanyl)benzyl alcohol). The solvent is C1(=CC=CC=C1)C (toluene), C1(=CC=CC=C1)C (toluene). Conditions: temperature 20 celsius, time 5 hour. Procedure: A mixture of a 60% solution of Na bis-(2-methoxyethoxy)aluminum hydride (85.0 g) and toluene (120 ml) was added dropwise during 1 h to a stirred suspension of 2-(4-methoxyphenylsulfanyl)benzoic acid (33.4 g, 0.128 mol) in toluene (270 ml) under nitrogen atmosphere. Temperature of the reaction mixture was allowed to reach 50° C., then the mixture was cooled down to 20° C. and the mixture was stirred for 5 h. Then a 10% solution of sodium hydroxide (50 ml) was added, the toluene layer was separate... Reactants: solution, Na bis-(2-methoxyethoxy)aluminum hydride, COC1=CC=C(C=C1)SC1=C(C(=O)O)C=CC=C1 (2-(4-methoxyphenylsulfanyl)benzoic acid), solution, [OH-].[Na+] (sodium hydroxide). RXN SMILES: [CH3:1][O:2][C:3]1[CH:8]=[CH:7][C:6]([S:9][C:10]2[CH:18]=[CH:17][CH:16]=[CH:15][C:11]=2[C:12](O)=[O:13])=[CH:5][CH:4]=1.[OH-].[Na+]>C1(C)C=CC=CC=1>[CH3:1][O:2][C:3]1[CH:4]=[CH:5][C:6]([S:9][C:10]2[CH:18]=[CH:17][CH:16]=[CH:15][C:11]=2[CH2:12][OH:13])=[CH:7][CH:8]=1 |f:1.2|. Reactants: [BH4-], Cl, Cl, [O-][I+3]([O-])([O-])[O-], CSCC1NC(c2c[nH]c3c(N)ncnc23)C(O)C1O, [Na+], [Na+], O. Yields the product CSCC(CO)NC(CO)c1c[nH]c2c(N)ncnc12. As a reaction SMILES: [BH4-:29].[ClH:7].[ClH:8].[I+3:1]([O-:2])([O-:3])([O-:4])[O-:5].[NH2:9][c:10]1[c:11]2[c:12]([n:13][cH:14][n:15]1)[c:16]([CH:19]1[NH:20][CH:21]([CH2:26][S:27][CH3:28])[CH:22]([OH:25])[CH:23]1[OH:24])[cH:17][nH:18]2.[Na+:30].[Na+:6].[OH2:31]>>[NH2:9][c:10]1[c:11]2[c:12]([n:13][cH:14][n:15]1)[c:16]([CH:19]([NH:20][CH:21]([CH2:22][OH:25])[CH2:26][S:27][CH3:28])[CH2:23][OH:24])[cH:17][nH:18]2. Starting materials: BrC=1C=C(C=CC1OC)CNC(=O)C1=CC(=CC=C1)C(=O)NCC=1C(=C2C(=NC1CC)N(N=C2)CC)NC2CCOCC2 (N-{[3-Bromo-4-(methyloxy)phenyl]methyl}-N′-{[1,6-diethyl-4-(tetrahydro-2H-pyran-4-ylamino)-1H-pyrazolo[3,4-b]pyridin-5-yl]methyl}-1,3-benzenedicarboxamide), C[C@@H]1N(CCN(C1)CC1=CC(=CC=C1)B1OC(C(O1)(C)C)(C)C)C(=O)OC(C)(C)C (1,1-dimethylethyl (2S)-2-methyl-4-{[3-(4,4,5,5-tetramethyl-1,3,2-dioxaborolan-2-yl)phenyl]methyl}-1-piperazinecarboxylate), C([O-])([O-])=O.[K+].[K+] (potassium carbonate). The reagents and catalysts are C=1C=CC(=CC1)[P](C=2C=CC=CC2)(C=3C=CC=CC3)[Pd]([P](C=4C=CC=CC4)(C=5C=CC=CC5)C=6C=CC=CC6)([P](C=7C=CC=CC7)(C=8C=CC=CC8)C=9C=CC=CC9)[P](C=1C=CC=CC1)(C=1C=CC=CC1)C=1C=CC=CC1 (tetrakis(triphenylphosphine)palladium(0)). Run in O (water), O1CCOCC1 (dioxane), CCOC(=O)C (EtOAc). Conditions: time 3 hour. Yields the product C(C)N1N=CC=2C1=NC(=C(C2NC2CCOCC2)CNC(=O)C2=CC(=CC=C2)C(=O)NCC=2C=C(C(=CC2)OC)C2=CC(=CC=C2)CN2C[C@@H](NCC2)C)CC (N-{[1,6-Diethyl-4-(tetrahydro-2H-pyran-4-ylamino)-1H-pyrazolo[3,4-b]pyridin-5-yl]methyl}-N′-[(6-(methyloxy)-3′-{[(3S)-3-methyl-1-piperazinyl]methyl}-3-biphenylyl)methyl]-1,3-benzenedicarboxamide). Reaction SMILES: Br[C:2]1[CH:3]=[C:4]([CH2:10][NH:11][C:12]([C:14]2[CH:19]=[CH:18][CH:17]=[C:16]([C:20]([NH:22][CH2:23][C:24]3[C:25]([NH:37][CH:38]4[CH2:43][CH2:42][O:41][CH2:40][CH2:39]4)=[C:26]4[CH:34]=[N:33][N:32]([CH2:35][CH3:36])[C:27]4=[N:28][C:29]=3[CH2:30][CH3:31])=[O:21])[CH:15]=2)=[O:13])[CH:5]=[CH:6][C:7]=1[O:8][CH3:9].[CH3:44][C@H:45]1[CH2:50][N:49]([CH2:51][C:52]2[CH:57]=[CH:56][CH:55]=[C:54](B3OC(C)(C)C(C)(C)O3)[CH:53]=2)[CH2:48][CH2:47][N:46]1C(OC(C)(C)C)=O.C(=O)([O-])[O-].[K+].[K+]>O1CCOCC1.O.CCOC(C)=O.C1C=CC([P]([Pd]([P](C2C=CC=CC=2)(C2C=CC=CC=2)C2C=CC=CC=2)([P](C2C=CC=CC=2)(C2C=CC=CC=2)C2C=CC=CC=2)[P](C2C=CC=CC=2)(C2C=CC=CC=2)C2C=CC=CC=2)(C2C=CC=CC=2)C2C=CC=CC=2)=CC=1>[CH2:35]([N:32]1[C:27]2=[N:28][C:29]([CH2:30][CH3:31])=[C:24]([CH2:23][NH:22][C:20]([C:16]3[CH:17]=[CH:18][CH:19]=[C:14]([C:12]([NH:11][CH2:10][C:4]4[CH:3]=[C:2]([C:54]5[CH:55]=[CH:56][CH:57]=[C:52]([CH2:51][N:49]6[CH2:48][CH2:47][NH:46][C@@H:45]([CH3:44])[CH2:50]6)[CH:53]=5)[C:7]([O:8][CH3:9])=[CH:6][CH:5]=4)=[O:13])[CH:15]=3)=[O:21])[C:25]([NH:37][CH:38]3[CH2:43][CH2:42][O:41][CH2:40][CH2:39]3)=[C:26]2[CH:34]=[N:33]1)[CH3:36] |f:2.3.4,^1:96,98,117,136|. Procedure: N-{[3-Bromo-4-(methyloxy)phenyl]methyl}-N′-{[1,6-diethyl-4-(tetrahydro-2H-pyran-4-ylamino)-1H-pyrazolo[3,4-b]pyridin-5-yl]methyl}-1,3-benzenedicarboxamide (0.033 g, 0.05 mmol), 1,1-dimethylethyl (2S)-2-methyl-4-{[3-(4,4,5,5-tetramethyl-1,3,2-dioxaborolan-2-yl)phenyl]methyl}-1-piperazinecarboxylate (0.0316 g, 0.076 mmol), potassium carbonate (0.021 g, 0.15 mmol), and tetrakis(triphenylphosphine)palladium(0) (0.0029 g, 0.0025 mmol) were combined in dioxane (1.5 mL) and water (0.5 mL). The mixture ... The reactants are C(C)OC(CCC=1C=C2C=CC=NC2=CC1)=O (3-quinolin-6-yl-propionic acid ethyl ester), aqueous solution, [OH-].[Li+] (lithium hydroxide). Solvent: CO (methanol). Reaction conditions: time 3 hour. Yields the product N1=CC=CC2=CC(=CC=C12)CCC(=O)O (3-quinolin-6-yl-propionic acid). Isolated yield 20.5%. Reaction SMILES: C([O:3][C:4](=[O:17])[CH2:5][CH2:6][C:7]1[CH:8]=[C:9]2[C:14](=[CH:15][CH:16]=1)[N:13]=[CH:12][CH:11]=[CH:10]2)C.[OH-].[Li+]>CO>[N:13]1[C:14]2[C:9](=[CH:8][C:7]([CH2:6][CH2:5][C:4]([OH:17])=[O:3])=[CH:16][CH:15]=2)[CH:10]=[CH:11][CH:12]=1 |f:1.2|. Procedure details: To a solution of 3-quinolin-6-yl-propionic acid ethyl ester (100 mg, 0.437 mmol) in methanol (2 mL) was added 4 M aqueous solution of lithium hydroxide (0.55 mL, 2.18 mmol). The reaction mixture was stirred at room temperature for 3 h then it was concentrated in vacuo, diluted with water, and treated with 1 N aqueous hydrochloric acid until pH 5. The aqueous layer was extracted with ethyl acetate (3×), and the combined organic layers were dried over sodium sulfate, filtered, and concentrated in ... The reactants are OC=1C=C(C=CC1)C12CCNCC2CCC1 (4a-(3-hydroxyphenyl)-2,3,4,4a,5,6,7,7a-octahydro-1H-2-pyrindine), C(C=C)I (allyl iodide), C([O-])(O)=O.[Na+] (sodium bicarbonate). Product: OC=1C=C(C=CC1)C12CCN(CC2CCC1)CC=C (4a-(3-hydroxyphenyl)-2-(2-propenyl)-2,3,4,4a,5,6,7,7a-octahydro-1H-2-pyrindine). Reaction SMILES: [OH:1][C:2]1[CH:3]=[C:4]([C:8]23[CH2:16][CH2:15][CH2:14][CH:13]2[CH2:12][NH:11][CH2:10][CH2:9]3)[CH:5]=[CH:6][CH:7]=1.[CH2:17](I)[CH:18]=[CH2:19].C(=O)(O)[O-].[Na+]>>[OH:1][C:2]1[CH:3]=[C:4]([C:8]23[CH2:16][CH2:15][CH2:14][CH:13]2[CH2:12][N:11]([CH2:19][CH:18]=[CH2:17])[CH2:10][CH2:9]3)[CH:5]=[CH:6][CH:7]=1 |f:2.3|. Reported procedure: Following the procedure set forth in Example 36, 4a-(3-hydroxyphenyl)-2,3,4,4a,5,6,7,7a-octahydro-1H-2-pyrindine was reacted with allyl iodide in the presence of sodium bicarbonate to provide 4a-(3-hydroxyphenyl)-2-(2-propenyl)-2,3,4,4a,5,6,7,7a-octahydro-1H-2-pyrindine. M.P. 106°-108° C.